The task is: describe an organic reaction: reactants, conditions, products, and yield. This data is from the Open Reaction Database (ORD), a public repository of structured organic reaction records. Reactants: CC(C)(C)OC(=O)CNc1nnc(-c2ccccc2)s1, ClCCl, O=C(O)C(F)(F)F. Product: O=C(O)CNc1nnc(-c2ccccc2)s1. As a reaction SMILES: [C:1]([CH3:2])([CH3:3])([CH3:4])[O:5][C:6]([CH2:7][NH:8][c:9]1[s:10][c:11](-[c:14]2[cH:15][cH:16][cH:17][cH:18][cH:19]2)[n:12][n:13]1)=[O:20].[Cl:28][CH2:29][Cl:30].[F:21][C:22]([F:23])([F:24])[C:25]([OH:26])=[O:27]>>[O:5]=[C:6]([CH2:7][NH:8][c:9]1[s:10][c:11](-[c:14]2[cH:15][cH:16][cH:17][cH:18][cH:19]2)[n:12][n:13]1)[OH:20]. The reactants are CI, CC#N, O=C1CCC2(OCc3ccccc3-c3ccccc3)C3Cc4ccc(O)c5c4C2(CCN3CC2CC2)C1O5. Product: C[N+]1(CC2CC2)CCC23c4c5ccc(O)c4OC2C(=O)CCC3(OCc2ccccc2-c2ccccc2)C1C5, [I-]. Reaction SMILES: [CH3:39][I:40].[CH3:41][C:42]#[N:43].[CH:1]1([CH2:4][N:5]2[CH:6]3[C:7]4([O:25][CH2:26][c:27]5[c:28](-[c:33]6[cH:34][cH:35][cH:36][cH:37][cH:38]6)[cH:29][cH:30][cH:31][cH:32]5)[CH2:8][CH2:9][C:10](=[O:24])[CH:11]5[C:12]4([c:13]4[c:14]([c:15]([OH:20])[cH:16][cH:17][c:18]4[CH2:19]3)[O:21]5)[CH2:22][CH2:23]2)[CH2:2][CH2:3]1>>[CH:1]1([CH2:4][N+:5]2([CH3:39])[CH:6]3[C:7]4([O:25][CH2:26][c:27]5[c:28](-[c:33]6[cH:34][cH:35][cH:36][cH:37][cH:38]6)[cH:29][cH:30][cH:31][cH:32]5)[CH2:8][CH2:9][C:10](=[O:24])[CH:11]5[C:12]4([c:13]4[c:14]([c:15]([OH:20])[cH:16][cH:17][c:18]4[CH2:19]3)[O:21]5)[CH2:22][CH2:23]2)[CH2:2][CH2:3]1.[I-:40]. The reactants are C1CSCCN1, C[Si](C)(C)N=C=O, CC(C)O. The product is NC(=O)N1CCSCC1. Reaction SMILES: [CH2:1]1[CH2:2][S:3][CH2:4][CH2:5][NH:6]1.[CH3:7][Si:8]([CH3:9])([CH3:10])[N:11]=[C:12]=[O:13].[CH:14]([OH:15])([CH3:16])[CH3:17]>>[CH2:1]1[CH2:2][S:3][CH2:4][CH2:5][N:6]1[C:12]([NH2:11])=[O:13]. Reactants: CC1(OC2=C(C1)C(=C(C(=C2C)C)C2CC(CC(C2)=O)=O)C)C (5-(2,3-dihydro-2,2,4,6,7-pentamethylbenzofuran-5-yl)cyclohexane-1,3-dione), C(CCC)(=O)O (butyric acid). Reagents/catalysts: CN(C1=CC=NC=C1)C (4-dimethylaminopyridine). The solvent is C1(=CC=CC=C1)C (toluene), C1(=CC=CC=C1)C (toluene). The product is C(CCC)(=O)C=1C(CC(CC1O)C=1C(=C(C2=C(CC(O2)(C)C)C1C)C)C)=O (2-butyryl-5-(2,3-dihydro-2,2,4,6,7-pentamethylbenzofuran-5-yl)-3-hydroxycyclohex-2-en-1-one). Reaction SMILES: [CH3:1][C:2]1([CH3:22])[CH2:6][C:5]2[C:7]([CH3:21])=[C:8]([CH:13]3[CH2:18][C:17](=[O:19])[CH2:16][C:15](=[O:20])[CH2:14]3)[C:9]([CH3:12])=[C:10]([CH3:11])[C:4]=2[O:3]1.[C:23](O)(=[O:27])[CH2:24][CH2:25][CH3:26]>C1(C)C=CC=CC=1.CN(C)C1C=CN=CC=1>[C:23]([C:16]1[C:17](=[O:19])[CH2:18][CH:13]([C:8]2[C:9]([CH3:12])=[C:10]([CH3:11])[C:4]3[O:3][C:2]([CH3:22])([CH3:1])[CH2:6][C:5]=3[C:7]=2[CH3:21])[CH2:14][C:15]=1[OH:20])(=[O:27])[CH2:24][CH2:25][CH3:26]. Reported procedure: To a solution of 3.18 g of the 5-(2,3-dihydro-2,2,4,6,7-pentamethylbenzofuran-5-yl)cyclohexane-1,3-dione in 50 ml of absolute toluene was added 6.93 ml of anhydrous butyric acid and refluxed for 4 hours. The reaction mixture was cooled to room temperature and concentrated under reduced pressure to afford an oily residue. To the solution of the residue in 50 ml of absolute toluene was added 0.26 g of 4-dimethylaminopyridine. After refluxing 8 hours, the reaction mixture was cooled to room tempera... The reactants are CN(CCC#N)C(=O)CN1CCNCC1, CCOc1cc(C(C)(C)C#N)ccc1C1=NC(c2ccc(Cl)cc2)C(c2ccc(Cl)cc2)N1C(=O)Cl. The product is CCOc1cc(C(C)(C)C#N)ccc1C1=NC(c2ccc(Cl)cc2)C(c2ccc(Cl)cc2)N1C(=O)N1CCN(CC(=O)N(C)CCC#N)CC1. Reaction SMILES: [C:37](#[N:38])[CH2:39][CH2:40][N:41]([C:42]([CH2:43][N:44]1[CH2:45][CH2:46][NH:47][CH2:48][CH2:49]1)=[O:50])[CH3:51].[Cl:1][c:2]1[cH:3][cH:4][c:5]([CH:8]2[N:9]=[C:10]([c:23]3[c:24]([O:34][CH2:35][CH3:36])[cH:25][c:26]([C:29]([CH3:30])([CH3:31])[C:32]#[N:33])[cH:27][cH:28]3)[N:11]([C:20](=[O:21])[Cl:22])[CH:12]2[c:13]2[cH:14][cH:15][c:16]([Cl:19])[cH:17][cH:18]2)[cH:6][cH:7]1>>[Cl:1][c:2]1[cH:3][cH:4][c:5]([CH:8]2[N:9]=[C:10]([c:23]3[c:24]([O:34][CH2:35][CH3:36])[cH:25][c:26]([C:29]([CH3:30])([CH3:31])[C:32]#[N:33])[cH:27][cH:28]3)[N:11]([C:20](=[O:21])[N:47]3[CH2:46][CH2:45][N:44]([CH2:43][C:42]([N:41]([CH2:40][CH2:39][C:37]#[N:38])[CH3:51])=[O:50])[CH2:49][CH2:48]3)[CH:12]2[c:13]2[cH:14][cH:15][c:16]([Cl:19])[cH:17][cH:18]2)[cH:6][cH:7]1. Starting materials: Cc1cccc(C)c1-c1nc2ccc(C(O)C(F)(F)F)cc2n1C(=O)OC(C)(C)C, ClCCl. Product: Cc1cccc(C)c1-c1nc2ccc(C(=O)C(F)(F)F)cc2n1C(=O)OC(C)(C)C. As a reaction SMILES: [C:1]([CH3:2])([CH3:3])([CH3:4])[O:5][C:6](=[O:7])[n:8]1[c:9](-[c:23]2[c:24]([CH3:30])[cH:25][cH:26][cH:27][c:28]2[CH3:29])[n:10][c:11]2[c:12]1[cH:13][c:14]([CH:17]([C:18]([F:19])([F:20])[F:21])[OH:22])[cH:15][cH:16]2.[CH2:31]([Cl:32])[Cl:33]>>[C:1]([CH3:2])([CH3:3])([CH3:4])[O:5][C:6](=[O:7])[n:8]1[c:9](-[c:23]2[c:24]([CH3:30])[cH:25][cH:26][cH:27][c:28]2[CH3:29])[n:10][c:11]2[c:12]1[cH:13][c:14]([C:17]([C:18]([F:19])([F:20])[F:21])=[O:22])[cH:15][cH:16]2.